From a dataset of the Open Reaction Database (ORD), a public repository of structured organic reaction records. describe an organic reaction: reactants, conditions, products, and yield The product is [Br-].C(CC)C1=C(C2=CC=CC=C2C=C1C)[N+]1=CNC(=C1Cl)Cl (2-propyl-3-methylnaphthyl-4,5-dichloroimidazolium bromide). As a reaction SMILES: [Cl:1][C:2]1[N:3]=[CH:4][NH:5][C:6]=1[Cl:7].[OH-].[K+].I[CH:11]([CH3:13])[CH3:12].[K+].[Br-].[Br:16]C[C:18]1[CH:27]=[CH:26][C:25]2[C:20](=[CH:21][CH:22]=[CH:23][CH:24]=2)[CH:19]=1.[C:28](#N)C>>[Br-:16].[CH2:11]([C:13]1[C:22]([CH3:23])=[CH:21][C:20]2[C:25](=[CH:26][CH:27]=[CH:18][CH:19]=2)[C:24]=1[N+:3]1[C:2]([Cl:1])=[C:6]([Cl:7])[NH:5][CH:4]=1)[CH2:12][CH3:28] |f:1.2,4.5,8.9|. The yield is 36.0%. Reaction conditions: time 0.5 hour. The reactants are ClC=1N=CNC1Cl (4,5-Dichloroimidazole), C(C)#N (acetonitrile), [OH-].[K+] (Potassium hydroxide), IC(C)C (2-iodopropane), [K+].[Br-] (KBr), BrCC1=CC2=CC=CC=C2C=C1 (2-bromomethylnaphthalene). Reported procedure: 4,5-Dichloroimidazole (1.23 g, 9 mmol) was dissolved into 27 mL of acetonitrile. Potassium hydroxide (0.61 g, 9.9 mmol) was added and the mixture was allowed to stir for 0.5 h. 2-iodopropane (0.88 mL, 9 mmol) was added and the solution was allowed to reflux overnight. The solution was filtered hot to remove a white precipitate (presumed to be KBr) and 2-bromomethylnaphthalene (1.98 g, 9 mmol) was added and the mixture was returned to reflux overnight. The mixture was then allowed to cool to room... Starting materials: COC(=O)C1CC(NS(=O)(=O)c2ccc(Cl)cc2)CN1C(=O)OC(C)(C)C, O=C([O-])C(O)C(O)C(=O)[O-], CC(C)C[Al+]CC(C)C, Cc1ccccc1, [H-], [K+], [Na+], C1CCOC1. Yields the product CC(C)(C)OC(=O)N1CC(NS(=O)(=O)c2ccc(Cl)cc2)CC1C=O. RXN SMILES: [C:1]([CH3:2])([CH3:3])([CH3:4])[O:5][C:6](=[O:7])[N:8]1[CH:9]([C:24](=[O:25])[O:26][CH3:27])[CH2:10][CH:11]([NH:13][S:14](=[O:15])(=[O:16])[c:17]2[cH:18][cH:19][c:20]([Cl:23])[cH:21][cH:22]2)[CH2:12]1.[C:38]([CH:39]([CH:40]([C:41]([O-:42])=[O:43])[OH:44])[OH:45])([O-:46])=[O:47].[CH2:29]([Al+:30][CH2:31][CH:32]([CH3:33])[CH3:34])[CH:35]([CH3:36])[CH3:37].[CH3:50][c:51]1[cH:52][cH:53][cH:54][cH:55][cH:56]1.[H-:28].[K+:49].[Na+:48].[O:57]1[CH2:58][CH2:59][CH2:60][CH2:61]1>>[C:1]([CH3:2])([CH3:3])([CH3:4])[O:5][C:6](=[O:7])[N:8]1[CH:9]([CH:24]=[O:25])[CH2:10][CH:11]([NH:13][S:14](=[O:15])(=[O:16])[c:17]2[cH:18][cH:19][c:20]([Cl:23])[cH:21][cH:22]2)[CH2:12]1. The reactants are CC(C)=CCCC(C)CC=Cc1ccc(C(C)C)cc1, N, [Na], C1CCOC1. The product is CC(C)CCCC(C)CC=Cc1ccc(C(C)C)cc1. As a reaction SMILES: [CH3:3][CH:4]([CH2:5][CH:6]=[CH:7][c:8]1[cH:9][cH:10][c:11]([CH:14]([CH3:15])[CH3:16])[cH:12][cH:13]1)[CH2:17][CH2:18][CH:19]=[C:20]([CH3:21])[CH3:22].[NH3:2].[Na:1].[O:23]1[CH2:24][CH2:25][CH2:26][CH2:27]1>>[CH3:3][CH:4]([CH2:5][CH:6]=[CH:7][c:8]1[cH:9][cH:10][c:11]([CH:14]([CH3:15])[CH3:16])[cH:12][cH:13]1)[CH2:17][CH2:18][CH2:19][CH:20]([CH3:21])[CH3:22]. The reactants are OCCCN1C(C2=CC(=CC=C2C=N1)C1=CC=C(C=C1)OC(F)(F)F)=O (2-(3-hydroxypropyl)-7-(4-(trifluoromethoxy)phenyl)phthalazin-1(2H)-one), C(=O)([O-])[O-].[Cs+].[Cs+] (Cs2CO3), FC1=NC=CC=C1 (2-fluoropyridine). Conditions: temperature 155 celsius. Yields the product N1=C(C=CC=C1)OCCCN1C(C2=CC(=CC=C2C=N1)C1=CC=C(C=C1)OC(F)(F)F)=O (2-(3-(pyridin-2-yloxy)propyl)-7-(4-(trifluoromethoxy)phenyl)phthalazin-1(2H)-one). As a reaction SMILES: [OH:1][CH2:2][CH2:3][CH2:4][N:5]1[N:14]=[CH:13][C:12]2[C:7](=[CH:8][C:9]([C:15]3[CH:20]=[CH:19][C:18]([O:21][C:22]([F:25])([F:24])[F:23])=[CH:17][CH:16]=3)=[CH:10][CH:11]=2)[C:6]1=[O:26].C([O-])([O-])=O.[Cs+].[Cs+].F[C:34]1[CH:39]=[CH:38][CH:37]=[CH:36][N:35]=1>>[N:35]1[CH:36]=[CH:37][CH:38]=[CH:39][C:34]=1[O:1][CH2:2][CH2:3][CH2:4][N:5]1[N:14]=[CH:13][C:12]2[C:7](=[CH:8][C:9]([C:15]3[CH:16]=[CH:17][C:18]([O:21][C:22]([F:25])([F:23])[F:24])=[CH:19][CH:20]=3)=[CH:10][CH:11]=2)[C:6]1=[O:26] |f:1.2.3|. Procedure details: A mixture of 2-(3-hydroxypropyl)-7-(4-(trifluoromethoxy)phenyl)phthalazin-1(2H)-one (25 mg, 0.069 mmol), Cs2CO3 (67 mg, 0.21 mmol) and 2-fluoropyridine (100 μL) was heated to 155° C. overnight. The reaction was concentrated and purified by reverse phase HPLC to afford 2-(3-(pyridin-2-yloxy)propyl)-7-(4-(trifluoromethoxy)phenyl)phthalazin-1(2H)-one as a white solid. C23H18F3N3O3. 441.9 (M+1). Reactants: C1(CCCCC1)C1=CC=C(OC[C@@H]2CN=C(O2)N)C=C1 ((S)-5-(4-cyclohexyl-phenoxymethyl)-4,5-dihydro-oxazol-2-ylamine), C(C)OC(C#CC1CC1)=O (cyclopropyl-propynoic acid ethyl ester), C(#C)C1CC1 (ethynyl-cyclopropane), ClC(=O)OCC (ethyl chloroformate). Solvent: C(C)O (ethanol). Reaction conditions: temperature 170 celsius. Product: C1(CCCCC1)C1=CC=C(OC[C@@H]2CN3C(=NC(C=C3C3CC3)=O)O2)C=C1 ((S)-2-(4-cyclohexyl-phenoxymethyl)-5-cyclopropyl-2,3-dihydro-oxazolo[3,2-a]pyrimidin-7-one). Yield: 95.2%. RXN SMILES: [CH:1]1([C:7]2[CH:20]=[CH:19][C:10]([O:11][CH2:12][C@H:13]3[O:17][C:16]([NH2:18])=[N:15][CH2:14]3)=[CH:9][CH:8]=2)[CH2:6][CH2:5][CH2:4][CH2:3][CH2:2]1.C([O:23][C:24](=O)[C:25]#[C:26][CH:27]1[CH2:29][CH2:28]1)C.C(C1CC1)#C.ClC(OCC)=O>C(O)C>[CH:1]1([C:7]2[CH:20]=[CH:19][C:10]([O:11][CH2:12][C@H:13]3[O:17][C:16]4=[N:18][C:24](=[O:23])[CH:25]=[C:26]([CH:27]5[CH2:29][CH2:28]5)[N:15]4[CH2:14]3)=[CH:9][CH:8]=2)[CH2:2][CH2:3][CH2:4][CH2:5][CH2:6]1. Procedure: To a solution of (S)-5-(4-cyclohexyl-phenoxymethyl)-4,5-dihydro-oxazol-2-ylamine (0.5 g, 1.82 mmol), (see Example 28), in ethanol (5 mL) was added cyclopropyl-propynoic acid ethyl ester (0.377 g, 2.73 mmol) (prepared from ethynyl-cyclopropane and ethyl chloroformate in accordance with the procedures of G. Cai et al., Tetrahedron, 2006, 5697-5708). The reaction mixture was heated in a microwave oven at 170° C. for 30 min. The solvent was removed under vacuum, and the residue purified by flash col...